Dataset: the Open Reaction Database (ORD), a public repository of structured organic reaction records. Task: describe an organic reaction: reactants, conditions, products, and yield Starting materials: C(C1=CC=CC=C1)(=O)NC=1SCC2C(N1)(CN(C2)C(=O)OCC2=CC=CC=C2)C2=CC(=CC=C2)Br (racemic benzyl 2-benzamido-7a-(3-bromophenyl)-4,4a,5,7-tetrahydropyrrolo[3,4-d][1,3]thiazine-6-carboxylate), I[Si](C)(C)C (iodotrimethylsilane), C(C)(C)N(CC)C(C)C (diisopropylethylamine), FC=1C=NC(=NC1)Cl (5-fluoro-2-chloropyrimidine), resultant solution, C(C)(C)N(CC)C(C)C (diisopropylethylamine). Run in C(C)#N (acetonitrile). Run at time 17 hour. Yields the product BrC=1C=C(C=CC1)C12N=C(SCC1CN(C2)C2=NC=C(C=N2)F)NC(C2=CC=CC=C2)=O (Racemic N-[7a-(3-Bromophenyl)-6-(5-fluoropyrimidin-2-yl)-4,4a,5,7-tetrahydropyrrolo[3,4-d][1,3]thiazin-2-yl]benzamide). The yield is 74.0%. RXN SMILES: [C:1]([NH:9][C:10]1[S:11][CH2:12][CH:13]2[CH2:18][N:17]([C:19](OCC3C=CC=CC=3)=O)[CH2:16][C:14]2([C:29]2[CH:34]=[CH:33][CH:32]=[C:31]([Br:35])[CH:30]=2)[N:15]=1)(=[O:8])[C:2]1[CH:7]=[CH:6][CH:5]=[CH:4][CH:3]=1.I[Si](C)(C)C.C(N(C(C)C)CC)(C)C.[F:50][C:51]1[CH:52]=[N:53]C(Cl)=[N:55][CH:56]=1>C(#N)C>[Br:35][C:31]1[CH:30]=[C:29]([C:14]23[CH2:16][N:17]([C:19]4[N:53]=[CH:52][C:51]([F:50])=[CH:56][N:55]=4)[CH2:18][CH:13]2[CH2:12][S:11][C:10]([NH:9][C:1](=[O:8])[C:2]2[CH:3]=[CH:4][CH:5]=[CH:6][CH:7]=2)=[N:15]3)[CH:34]=[CH:33][CH:32]=1. Procedure: To a solution of racemic benzyl 2-benzamido-7a-(3-bromophenyl)-4,4a,5,7-tetrahydropyrrolo[3,4-d][1,3]thiazine-6-carboxylate (1.6 g, 2.9 mmol) in acetonitrile (60 mL) is added iodotrimethylsilane (1.3 mL, 9.1 mmol). The resultant solution is stirred at ambient temperature for 3 hours and concentrated to dryness. The residue is purified by ion exchange chromatography (first elute with MeOH/CH2Cl2 (¼, 50 mL), followed by 7 N NH3 in MeOH/CH2Cl2 (¼, 50 mL)) to give after evaporation of the solvent 1.... Starting materials: ClC1=NC=C(C=2C(=CC=CC12)S(=O)(=O)Cl)F (1-chloro-4-fluoro-5-isoquinolinesulfonyl chloride), C(C)(C)(C)OC(=O)N(C)[C@@H]1CN(CC1)S(=O)(=O)C=1C=2C(=CN=C(C2C=CC1)Cl)F ((S)-3-[N-(tert-Butoxycarbonyl)-N-methylamino]-1-(1-chloro-4-fluoro-5-isoquinolinesulfonyl)pyrrolidine), C(C)(C)(C)OC(=O)N(C)[C@@H]1CN(CC1)S(=O)(=O)C=1C=2C(=CN=C(C2C=CC1)Cl)F ((S)-3-[N-(tert-Butoxycarbonyl)-N-methylamino]-1-(1-chloro-4-fluoro-5-isoquinolinesulfonyl)pyrrolidine), ClC1=NC=C(C=2C(=CC=CC12)S(=O)(=O)Cl)Br (1-chloro-4-bromo-5-isoquinolinesulfonyl chloride). Product: OC1=NC=C(C=2C(=CC=CC12)S(=O)(=O)N1C[C@H](CC1)NC)F ((S)-1-(1-Hydroxy-4-fluoro-5-isoquinolinesulfonyl)-3-(methylamino)pyrrolidine), Cl (hydrochloride). As a reaction SMILES: C(OC([N:8]([C@H:10]1[CH2:14][CH2:13][N:12]([S:15]([C:18]2[C:19]3[C:20]([F:29])=[CH:21][N:22]=[C:23]([Cl:28])[C:24]=3[CH:25]=[CH:26][CH:27]=2)(=[O:17])=[O:16])[CH2:11]1)[CH3:9])=O)(C)(C)C.ClC1C2C=CC=C(S(Cl)(=O)=[O:42])C=2C(F)=CN=1.ClC1C2C=CC=C(S(Cl)(=O)=O)C=2C(Br)=CN=1>>[OH:42][C:23]1[C:24]2[CH:25]=[CH:26][CH:27]=[C:18]([S:15]([N:12]3[CH2:13][CH2:14][C@H:10]([NH:8][CH3:9])[CH2:11]3)(=[O:17])=[O:16])[C:19]=2[C:20]([F:29])=[CH:21][N:22]=1.[ClH:28]. Procedure: (S)-3-[N-(tert-Butoxycarbonyl)-N-methylamino]-1-(1-chloro-4-fluoro-5-isoquinolinesulfonyl)pyrrolidine (Intermediate 27a) can be prepared by using 1-chloro-4-fluoro-5-isoquinolinesulfonyl chloride in the method of Example 35-1, Step A instead of 1-chloro-4-bromo-5-isoquinolinesulfonyl chloride, and then used in the method of Step B in a similar manner to obtain the title compound as hydrochloride.